This data is from the Open Reaction Database (ORD), a public repository of structured organic reaction records. The task is: describe an organic reaction: reactants, conditions, products, and yield Reactants: [Al+3], COc1cc(Br)c(OC)c(C=O)c1, C1CCOC1, [H-], [H-], [H-], [H-], [Li+]. Product: COc1cc(Br)c(OC)c(CO)c1. Reaction SMILES: [Al+3:15].[Br:1][c:2]1[c:3]([O:12][CH3:13])[c:4]([CH:5]=[O:6])[cH:7][c:8]([O:10][CH3:11])[cH:9]1.[CH2:20]1[O:21][CH2:22][CH2:23][CH2:24]1.[H-:14].[H-:17].[H-:18].[H-:19].[Li+:16]>>[Br:1][c:2]1[c:3]([O:12][CH3:13])[c:4]([CH2:5][OH:6])[cH:7][c:8]([O:10][CH3:11])[cH:9]1. Reactants: CS(C)=O, FC(F)(F)c1ccnc(Cl)n1, [Na+], N#C[Na], O=C([O-])O. Yields the product N#Cc1nccc(C(F)(F)F)n1. Reaction SMILES: [CH3:20][S:21](=[O:22])[CH3:23].[Cl:1][c:2]1[n:3][cH:4][cH:5][c:6]([C:8]([F:9])([F:10])[F:11])[n:7]1.[Na+:19].[Na:12][C:13]#[N:14].[O-:15][C:16]([OH:17])=[O:18]>>[c:2]1([C:13]#[N:14])[n:3][cH:4][cH:5][c:6]([C:8]([F:9])([F:10])[F:11])[n:7]1. The reactants are C(C)(C)(C)OC(=O)N1C[C@@H](CC1)N ((R)-3-Amino-pyrrolidine-1-carboxylic acid tert-butyl ester), FC1=CC(=C(C=C1)[N+](=O)[O-])C(F)(F)F (4-fluoro-1-nitro-2-trifluoromethyl-benzene), C([O-])([O-])=O.[K+].[K+] (potassium carbonate), [I-].[K+] (potassium iodide). Run in O (water), C(C)#N (acetonitrile). The product is C(C)(C)(C)OC(=O)N1C[C@@H](CC1)NC1=CC(=C(C=C1)[N+](=O)[O-])C(F)(F)F ((R)-3-(4-nitro-3-trifluoromethyl-phenylamino)-pyrrolidine-1-carboxylic acid tert-butyl ester). Yield: 99.3%. As a reaction SMILES: [C:1]([O:5][C:6]([N:8]1[CH2:12][CH2:11][C@@H:10]([NH2:13])[CH2:9]1)=[O:7])([CH3:4])([CH3:3])[CH3:2].F[C:15]1[CH:20]=[CH:19][C:18]([N+:21]([O-:23])=[O:22])=[C:17]([C:24]([F:27])([F:26])[F:25])[CH:16]=1.C(=O)([O-])[O-].[K+].[K+].[I-].[K+]>O.C(#N)C>[C:1]([O:5][C:6]([N:8]1[CH2:12][CH2:11][C@@H:10]([NH:13][C:15]2[CH:20]=[CH:19][C:18]([N+:21]([O-:23])=[O:22])=[C:17]([C:24]([F:25])([F:27])[F:26])[CH:16]=2)[CH2:9]1)=[O:7])([CH3:4])([CH3:2])[CH3:3] |f:2.3.4,5.6|. Procedure: (R)-3-Amino-pyrrolidine-1-carboxylic acid tert-butyl ester (559 mg; 3.0 mmol), 4-fluoro-1-nitro-2-trifluoromethyl-benzene (627 mg; 3.0 mmol), potassium carbonate (1.24 g; 9.0 mmol), potassium iodide (498 mg; 3.0 mmol), acetonitrile (6 mL) and water (2 mL) are mixed together and the resulting reaction mixture heated to efflux for 5 hours. The phases are separated and the organic phase dried (MgSO4) and concentrated under high vacuum. The residue is then triturated with diethyl ether, dried under ...